This data is from the Open Reaction Database (ORD), a public repository of structured organic reaction records. The task is: describe an organic reaction: reactants, conditions, products, and yield Starting materials: CC1=NC(=NN1)C1=CC(=NO1)C1=CC=C(C=C1)OC(F)(F)F (5-(5-methyl-1H-1,2,4-triazol-3-yl)-3-(4-(trifluoromethoxy)phenyl)-isoxazole), BrC1=CC(=CC=C1)CBr (1-bromo-3-(bromomethyl)benzene), C(=O)([O-])[O-].[K+].[K+] (K2CO3). Solvent: O (H2O), CN(C)C=O (DMF). Run at time 16 hour. Product: BrC=1C=C(CN2N=C(N=C2C)C2=CC(=NO2)C2=CC=C(C=C2)OC(F)(F)F)C=CC1 (5-(1-(3-bromobenzyl)-5-methyl-1H-1,2,4-triazol-3-yl)-3-(4-(trifluoromethoxy)phenyl)-isoxazole). Yield: 57.8%. RXN SMILES: [CH3:1][C:2]1[NH:6][N:5]=[C:4]([C:7]2[O:11][N:10]=[C:9]([C:12]3[CH:17]=[CH:16][C:15]([O:18][C:19]([F:22])([F:21])[F:20])=[CH:14][CH:13]=3)[CH:8]=2)[N:3]=1.[Br:23][C:24]1[CH:29]=[CH:28][CH:27]=[C:26]([CH2:30]Br)[CH:25]=1.C([O-])([O-])=O.[K+].[K+]>CN(C=O)C.O>[Br:23][C:24]1[CH:25]=[C:26]([CH:27]=[CH:28][CH:29]=1)[CH2:30][N:6]1[C:2]([CH3:1])=[N:3][C:4]([C:7]2[O:11][N:10]=[C:9]([C:12]3[CH:13]=[CH:14][C:15]([O:18][C:19]([F:22])([F:20])[F:21])=[CH:16][CH:17]=3)[CH:8]=2)=[N:5]1 |f:2.3.4|. Reported procedure: To a solution of 5-(5-methyl-1H-1,2,4-triazol-3-yl)-3-(4-(trifluoromethoxy)phenyl)-isoxazole (257 mg, 0.83 mmol) and 1-bromo-3-(bromomethyl)benzene (206 mg, 0.83 mmol) in DMF (20 mL), was added K2CO3 (286 mg, 2.07 mmol). The mixture was stirred at RT for 16 h, then diluted with H2O (50 mL) and extracted with EtOAc (3×30 mL). The combined organic layers were washed with H2O (20 mL) and brine (20 mL), dried over Na2SO4, filtered and concentrated under reduced pressure; the residue was purified by ... Starting materials: NCc1ccc2c(c1)OCO2, CCO, Clc1ccc2nc(Cl)nc(Cl)c2c1. Yields the product Clc1ccc2nc(Cl)nc(NCc3ccc4c(c3)OCO4)c2c1. Reaction SMILES: [CH2:14]([c:15]1[cH:16][c:17]2[c:21]([cH:22][cH:23]1)[O:20][CH2:19][O:18]2)[NH2:24].[CH3:25][CH2:26][OH:27].[Cl:1][c:2]1[n:3][c:4]2[cH:5][cH:6][c:7]([Cl:13])[cH:8][c:9]2[c:10]([Cl:12])[n:11]1>>[Cl:1][c:2]1[n:3][c:4]2[cH:5][cH:6][c:7]([Cl:13])[cH:8][c:9]2[c:10]([NH:24][CH2:14][c:15]2[cH:16][c:17]3[c:21]([cH:22][cH:23]2)[O:20][CH2:19][O:18]3)[n:11]1. The reactants are N1CC(CC2=CC=CC=C12)C(=O)O (1,2,3,4-tetrahydroquinoline-3(R,S)-carboxylic acid), C(C1=CC=CC=C1)Br (benzyl bromide), C([O-])([O-])=O.[Cs+].[Cs+] (caesium carbonate). The solvent is CN(C=O)C (dimethylformamide). Yields the product C(C1=CC=CC=C1)N1CC(CC2=CC=CC=C12)C(=O)OCC1=CC=CC=C1 (1-Benzyl-3(R,S)-benzyloxycarbonyl-1,2,3,4-tetrahydroquinoline). Reaction SMILES: [NH:1]1[C:10]2[C:5](=[CH:6][CH:7]=[CH:8][CH:9]=2)[CH2:4][CH:3]([C:11]([OH:13])=[O:12])[CH2:2]1.[CH2:14](Br)[C:15]1[CH:20]=[CH:19][CH:18]=[CH:17][CH:16]=1.C(=O)([O-])[O-].[Cs+].[Cs+]>CN(C)C=O>[CH2:14]([N:1]1[C:10]2[C:5](=[CH:6][CH:7]=[CH:8][CH:9]=2)[CH2:4][CH:3]([C:11]([O:13][CH2:4][C:5]2[CH:10]=[CH:9][CH:8]=[CH:7][CH:6]=2)=[O:12])[CH2:2]1)[C:15]1[CH:20]=[CH:19][CH:18]=[CH:17][CH:16]=1 |f:2.3.4|. Reported procedure: 5.6 g of 1,2,3,4-tetrahydroquinoline-3(R,S)-carboxylic acid (Example 1t)) are stirred in 100 ml of dimethylformamide, with the addition of 12.7 ml of benzyl bromide and 25.1 g of caesium carbonate, at room temperature for 24 h. The concentrated crude product is then purified by means of FC over 250 g of silica gel with a 1:1 mixture of methylene chloride and hexane as the mobile phase. The title compound is obtained: Rf (1:1 mixture of methylene chloride and hexane)=0.31. Starting materials: FC1=CC=C(C(=O)C2=NC=CC(=C2)C)C=C1 (2-(4-fluorobenzoyl)-4-methylpyridine), [N-]=[N+]=[N-].[Na+] (sodium azide), O (water). The solvent is CS(=O)C (dimethylsulfoxide). Reaction conditions: time 8 hour. Product: NC1=CC=C(C=C1)C(O)C1=NC=CC(=C1)C ((4-aminophenyl)(4-methylpyridin-2-yl)methanol). Isolated yield 113.0%. As a reaction SMILES: F[C:2]1[CH:16]=[CH:15][C:5]([C:6]([C:8]2[CH:13]=[C:12]([CH3:14])[CH:11]=[CH:10][N:9]=2)=[O:7])=[CH:4][CH:3]=1.[N-:17]=[N+]=[N-].[Na+].O>CS(C)=O>[NH2:17][C:2]1[CH:16]=[CH:15][C:5]([CH:6]([C:8]2[CH:13]=[C:12]([CH3:14])[CH:11]=[CH:10][N:9]=2)[OH:7])=[CH:4][CH:3]=1 |f:1.2|. Procedure: 2-(4-fluorobenzoyl)-4-methylpyridine (1.6 g) and sodium azide (2.4 g) were suspended in dimethylsulfoxide (15 ml) under nitrogen atmosphere 90° C., and the mixture was heated with stirring overnight. The mixture was poured into water, and the mixture was extracted with ethyl acetate. The organic layer was washed with water and saturated brine, and dried over anhydrous magnesium sulfate, and then, the solvent was distilled off. The residue was dissolved in tetrahydrofuran (50 ml), and to the solu... Reactants: FC1=CC=C(C=C1)C1CN(C2=CC=C(C=C2C1)C)N=O (3-(4-fluorophenyl)-6-methyl-1-nitroso-1,2,3,4-tetrahydroquinoline), [Cl-].[NH4+] (ammonium chloride), O (water), CC(=O)C (acetone). The reagents and catalysts are [Zn] (Zinc). Reaction conditions: temperature 15 celsius, time 1 hour. Product: FC1=CC=C(C=C1)C1CN(C2=CC=C(C=C2C1)C)N=C(C)C (3-(4-fluorophenyl)-6-methyl-N-(propan-2-ylidene)-3,4-dihydroquinolin-1(2H)-amine). Isolated yield 92.7%. Reaction SMILES: [F:1][C:2]1[CH:7]=[CH:6][C:5]([CH:8]2[CH2:17][C:16]3[C:11](=[CH:12][CH:13]=[C:14]([CH3:18])[CH:15]=3)[N:10]([N:19]=O)[CH2:9]2)=[CH:4][CH:3]=1.[Cl-].[NH4+].O.[CH3:24][C:25]([CH3:27])=O>[Zn]>[F:1][C:2]1[CH:7]=[CH:6][C:5]([CH:8]2[CH2:17][C:16]3[C:11](=[CH:12][CH:13]=[C:14]([CH3:18])[CH:15]=3)[N:10]([N:19]=[C:25]([CH3:27])[CH3:24])[CH2:9]2)=[CH:4][CH:3]=1 |f:1.2|. Procedure: To a stirred solution of 3-(4-fluorophenyl)-6-methyl-1-nitroso-1,2,3,4-tetrahydroquinoline (0.28 g, 0.00103 mol) in acetone (15 mL) was added saturated ammonium chloride solution (0.6 mL), and water (0.6 mL) at RT. The resulting brown colored reaction mixture was cooled to 15° C. Zinc dust (0.269 g, 0.00414 mol) was added portionwise at the same temperature, and after the addition, the reaction mixture was stirred for 1 h at RT. The reaction was monitored by TLC. After completion, solvent was re... Starting materials: N#Cc1ccc(OCCCCCl)cc1, CN(C)C=O, [H-], [Na+], COc1cc(C(=O)N(C(C)C)C(C)C)ccc1O. Product: COc1cc(C(=O)N(C(C)C)C(C)C)ccc1OCCCCOc1ccc(C#N)cc1. As a reaction SMILES: [C:21](#[N:22])[c:23]1[cH:24][cH:25][c:26]([O:27][CH2:28][CH2:29][CH2:30][CH2:31][Cl:32])[cH:33][cH:34]1.[CH3:35][N:36]([CH3:37])[CH:38]=[O:39].[H-:19].[Na+:20].[OH:1][c:2]1[c:3]([O:17][CH3:18])[cH:4][c:5]([C:6](=[O:7])[N:8]([CH:9]([CH3:10])[CH3:11])[CH:12]([CH3:13])[CH3:14])[cH:15][cH:16]1>>[O:1]([c:2]1[c:3]([O:17][CH3:18])[cH:4][c:5]([C:6](=[O:7])[N:8]([CH:9]([CH3:10])[CH3:11])[CH:12]([CH3:13])[CH3:14])[cH:15][cH:16]1)[CH2:31][CH2:30][CH2:29][CH2:28][O:27][c:26]1[cH:25][cH:24][c:23]([C:21]#[N:22])[cH:34][cH:33]1.